describe an organic reaction: reactants, conditions, products, and yield From a dataset of the Open Reaction Database (ORD), a public repository of structured organic reaction records. The reactants are CN(C(OCC=C(SCCCCCC)F)=O)C (3-fluoro-3-hexylthio-2-propenyl dimethylcarbamate), ClC1=CC(=CC=C1)C(=O)OO (m-chloroperbenzoic acid). Run in C(Cl)Cl (methylene chloride). Run at time 15 minute. Product: CN(C(OC\C=C(\S(=O)CCCCCC)/F)=O)C ((E)-3-fluoro-3-hexylsulfinyl-2-propenyl dimethylcarbamate). As a reaction SMILES: [CH3:1][N:2]([CH3:17])[C:3](=[O:16])[O:4][CH2:5][CH:6]=[C:7]([F:15])[S:8][CH2:9][CH2:10][CH2:11][CH2:12][CH2:13][CH3:14].ClC1C=CC=C(C(OO)=[O:26])C=1>C(Cl)Cl>[CH3:17][N:2]([CH3:1])[C:3](=[O:16])[O:4][CH2:5]/[CH:6]=[C:7](\[F:15])/[S:8]([CH2:9][CH2:10][CH2:11][CH2:12][CH2:13][CH3:14])=[O:26]. Reported procedure: To the above carbamate is added a solution of m-chloroperbenzoic acid (431 mg, 2.5 mmol) in 10 ml of methylene chloride. After 15 min, the reaction mixture is extracted with KHCO3 and Na2SO3 and stripped. The product is purified by prep. TLC eluting with ethyl acetate (neat). The upper band is collected to give (E)-3-fluoro-3-hexylsulfinyl-2-propenyl dimethylcarbamate (cpd. 28, Table A). Reactants: ClCCCc1ccc(Cl)cc1, [C-]#[N+]C(CC)c1cccs1. Yields the product [C-]#[N+]C(CC)(CCCc1ccc(Cl)cc1)c1cccs1. Reaction SMILES: [Cl:11][c:12]1[cH:13][cH:14][c:15]([CH2:18][CH2:19][CH2:20][Cl:21])[cH:16][cH:17]1.[s:1]1[c:2]([CH:6]([CH2:7][CH3:8])[N+:9]#[C-:10])[cH:3][cH:4][cH:5]1>>[s:1]1[c:2]([C:6]([CH2:7][CH3:8])([N+:9]#[C-:10])[CH2:20][CH2:19][CH2:18][c:15]2[cH:14][cH:13][c:12]([Cl:11])[cH:17][cH:16]2)[cH:3][cH:4][cH:5]1. Reactants: N1=CC=CC=C1 (pyridine), C1(=CC=CC=C1)C(CC(=O)O)[Ge](Cl)(Cl)Cl (3-phenyl-3-(trichlorogermyl) propionic acid), S (hydrogen sulfide). Run in CC(=O)C (acetone). Product: C1(=CC=CC=C1)C(CC(=O)O)[GeH3] (3-phenyl-3-germylpropionic acid). Reaction SMILES: [C:1]1([CH:7]([Ge:12](Cl)(Cl)Cl)[CH2:8][C:9]([OH:11])=[O:10])[CH:6]=[CH:5][CH:4]=[CH:3][CH:2]=1.N1C=CC=CC=1.S>CC(C)=O>[C:1]1([CH:7]([GeH3:12])[CH2:8][C:9]([OH:11])=[O:10])[CH:6]=[CH:5][CH:4]=[CH:3][CH:2]=1. Procedure: 16.4 g (0.05 mol) of 3-phenyl-3-(trichlorogermyl) propionic acid was dissolved in 200 ml of anhydrous acetone. 12.6 g (0.16 mol) of anhydrous pyridine was added to the solution under cooling with an ice bath, followed by stirring. Dry hydrogen sulfide was introduced into the mixture for one hour. The acetone was removed and the residue was dissolved in 50 ml of ethanol. The solution was added to 400 ml of water to precipitate the crystal. The crystal was recrystallized from a mixture of methyl a... The reactants are [Si](C)(C)(C(C)(C)C)OCC=1C=CC(=C(C1)NC(OC(C)(C)C)=O)B1OC(C(O1)(C)C)(C)C (tert-butyl 5-((tert-butyldimethylsilyloxy)methyl)-2-(4,4,5,5-tetramethyl-1,3,2-dioxaborolan-2-yl)phenylcarbamate), N1C=CC2=CC(=CC=C12)C#CC=1C=C(C(=NC1)C#N)Cl (5-((1H-indol-5-yl)ethynyl)-3-chloropicolinonitrile). The product is N1C=CC2=CC(=CC=C12)CCC=1C=NC=2C(=NC3=C(C2C1)C=CC(=C3)CO)N ((2-(2-(1H-indol-5-yl)ethyl)-5-aminobenzo[f][1,7]naphthyridin-8-yl)methanol). Reaction SMILES: [Si]([O:8][CH2:9][C:10]1[CH:11]=[CH:12][C:13](B2OC(C)(C)C(C)(C)O2)=[C:14]([NH:16]C(=O)OC(C)(C)C)[CH:15]=1)(C(C)(C)C)(C)C.[NH:33]1[C:41]2[C:36](=[CH:37][C:38]([C:42]#[C:43][C:44]3[CH:45]=[C:46](Cl)[C:47]([C:50]#[N:51])=[N:48][CH:49]=3)=[CH:39][CH:40]=2)[CH:35]=[CH:34]1>>[NH:33]1[C:41]2[C:36](=[CH:37][C:38]([CH2:42][CH2:43][C:44]3[CH:49]=[N:48][C:47]4[C:50]([NH2:51])=[N:16][C:14]5[CH:15]=[C:10]([CH2:9][OH:8])[CH:11]=[CH:12][C:13]=5[C:46]=4[CH:45]=3)=[CH:39][CH:40]=2)[CH:35]=[CH:34]1. Procedure details: (2-(2-(1H-indol-5-yl)ethyl)-5-aminobenzo[f][1,7]naphthyridin-8-yl)methanol was prepared from tert-butyl 5-((tert-butyldimethylsilyloxy)methyl)-2-(4,4,5,5-tetramethyl-1,3,2-dioxaborolan-2-yl)phenylcarbamate (from Example 99/step 1) and 5-((1H-indol-5-yl)ethynyl)-3-chloropicolinonitrile (from Example 44/step 3) following the procedures described for Example 44/Step 4 and Example 99/step 3 (deprotection of TBS). 1H NMR (acetone-d6): δ 10.19 (t, 1H), 8.83 (d, 1H), 8.71 (d, 1H), 8.35 (d, 1H), 7.60 (d... Yields the product CC1(C)Cc2cccc(Oc3ccc([N+](=O)[O-])cc3Cl)c2O1. RXN SMILES: [C:1](=[O:2])([O-:3])[O-:4].[CH3:18][C:19]1([CH3:29])[O:20][c:21]2[c:22]([cH:24][cH:25][cH:26][c:27]2[OH:28])[CH2:23]1.[Cl:7][c:8]1[cH:9][c:10]([N+:15](=[O:16])[O-:17])[cH:11][cH:12][c:13]1[Cl:14].[K+:5].[K+:6].[O:30]=[CH:31][N:32]([CH3:33])[CH3:34]>>[Cl:7][c:8]1[cH:9][c:10]([N+:15](=[O:16])[O-:17])[cH:11][cH:12][c:13]1[O:28][c:27]1[c:21]2[c:22]([cH:24][cH:25][cH:26]1)[CH2:23][C:19]([CH3:18])([CH3:29])[O:20]2. The reactants are O=C([O-])[O-], CC1(C)Cc2cccc(O)c2O1, O=[N+]([O-])c1ccc(Cl)c(Cl)c1, [K+], [K+], CN(C)C=O. Starting materials: C(C)(C)(C)OC(=O)N(NC(C)=O)C (N'-acetyl-N-methylhydrazinecarboxylic acid tert-butyl ester), FC(C(=O)O)(F)F (trifluoroacetic acid). The solvent is C(Cl)Cl (methylene chloride). Reaction conditions: time 60 minute. Yields the product FC(C(=O)O)(F)F.CNNC(C)=O (acetic acid N'-methylhydrazide trifluoroacetic acid). Yield: 100.0%. As a reaction SMILES: C(O[C:6]([N:8](C)[NH:9][C:10](=[O:12])[CH3:11])=O)(C)(C)C.[F:14][C:15]([F:20])([F:19])[C:16]([OH:18])=[O:17]>C(Cl)Cl>[F:14][C:15]([F:20])([F:19])[C:16]([OH:18])=[O:17].[CH3:6][NH:8][NH:9][C:10](=[O:12])[CH3:11] |f:3.4|. Reported procedure: To a solution of N'-acetyl-N-methylhydrazinecarboxylic acid tert-butyl ester (0.3 g, 1.59 mmol) in methylene chloride (2 ml) was added trifluoroacetic acid (2 ml) and the mixture was stirred for 60 min. The mixture was concentrated in vacuo and stripped three times with methylene chloride to give 0.32 g (100%) of acetic acid N'-methylhydrazide trifluoroacetic acid as a thin oil.